This data is from the Open Reaction Database (ORD), a public repository of structured organic reaction records. The task is: describe an organic reaction: reactants, conditions, products, and yield Reactants: CSCc1cccc2cc[nH]c12, Cc1ccccc1, [Cl-], [Cl-], [Cl-], CCOC(=O)CC(O)(c1ccc(Cl)cc1)C1CC1, [In+3]. Yields the product CCOC(=O)CC(c1ccc(Cl)cc1)(c1c[nH]c2c(CSC)cccc12)C1CC1. As a reaction SMILES: [CH3:23][S:24][CH2:25][c:26]1[cH:27][cH:28][cH:29][c:30]2[cH:31][cH:32][nH:33][c:34]12.[CH3:35][c:36]1[cH:37][cH:38][cH:39][cH:40][cH:41]1.[Cl-:19].[Cl-:21].[Cl-:22].[Cl:1][c:2]1[cH:3][cH:4][c:5]([C:8]([CH2:9][C:10](=[O:11])[O:12][CH2:13][CH3:14])([OH:15])[CH:16]2[CH2:17][CH2:18]2)[cH:6][cH:7]1.[In+3:20]>>[Cl:1][c:2]1[cH:3][cH:4][c:5]([C:8]([CH2:9][C:10](=[O:11])[O:12][CH2:13][CH3:14])([CH:16]2[CH2:17][CH2:18]2)[c:31]2[c:30]3[cH:29][cH:28][cH:27][c:26]([CH2:25][S:24][CH3:23])[c:34]3[nH:33][cH:32]2)[cH:6][cH:7]1.